Task: describe an organic reaction: reactants, conditions, products, and yield. Dataset: the Open Reaction Database (ORD), a public repository of structured organic reaction records Reaction SMILES: [CH:1]1[CH:9]=[CH:8][CH:7]=[C:6]2[C:2]=1[CH:3]=[C:4]1[CH2:13][CH2:12][CH2:11][CH2:10][N:5]12.[C:14](Cl)(Cl)=[O:15].[CH3:18][OH:19]>C(Cl)Cl.C1(C)C=CC=CC=1>[C:1]1([C:18]([O:15][CH3:14])=[O:19])[C:2]2[CH:3]=[C:4]3[CH2:13][CH2:12][CH2:11][CH2:10][N:5]3[C:6]=2[CH:7]=[CH:8][CH:9]=1. The yield is 70.3%. Reactants: CO (methanol), C1=C2C=C3N(C2=CC=C1)CCCC3 (6,7,8,9-tetrahydropyrido[1,2-a]indole), C(=O)(Cl)Cl (phosgene). The solvent is C(Cl)Cl (methylene chloride), C1(=CC=CC=C1)C (toluene). Procedure: 6,7,8,9-tetrahydropyrido[1,2-a]indole (1.15 g, 6.7 mmol) in methylene chloride (5 ml) was added dropwise at 0° C. to a solution of phosgene (10 mmol) in toluene (5 ml). The reaction mixture was stirred for one hour after which methanol (1 ml) was added gradually and the mixture allowed to warm to ambient temperature. The solvent was removed under reduced pressure to yield a white solid. Recrystallization from hexane afforded 1.08 g (70.3% of methyl 6,7,8,9-tetrahydropyrido[1,2-a]indole-1-carboxy... Product: C=1(C=2C=C3N(C2C=CC1)CCCC3)C(=O)OC (methyl 6,7,8,9-tetrahydropyrido[1,2-a]indole-1-carboxylate).